From a dataset of the Open Reaction Database (ORD), a public repository of structured organic reaction records. describe an organic reaction: reactants, conditions, products, and yield Starting materials: C[N+](C)(C)CC(CC(=O)O)O.[Cl-] (DL-carnitine hydrochloride). Solvent: O (water). Yields the product C[N+](C)(C)CC(CC(=O)[O-])O (DL-carnitine). The yield is 97.7%. As a reaction SMILES: [CH3:1][N+:2]([CH2:5][CH:6]([OH:11])[CH2:7][C:8]([OH:10])=[O:9])([CH3:4])[CH3:3].[Cl-]>O>[CH3:1][N+:2]([CH2:5][CH:6]([OH:11])[CH2:7][C:8]([O-:10])=[O:9])([CH3:3])[CH3:4] |f:0.1|. Procedure: A solution of 35.0 g (0.177 mole) of DL-carnitine hydrochloride in 300 ml of water is passed through OH type strongly basic resin (Dowex-1X8) and the solution is concentrated to give 28.0 g (0.173 mole) of DL-carnitine. To DL-carnitine are added 61.9 g (0.173 mole) of dibenzoyl-L(+)tartaric acid and 90 ml of methanol. The mixture is dissolved under heat to form dibenzoyl-L(+)tartarates of D-carnitine and L-carnitine. The tartarates are cooled from 60° C. to 5° C. over a period of 24 hours to fra...